From a dataset of the Open Reaction Database (ORD), a public repository of structured organic reaction records. describe an organic reaction: reactants, conditions, products, and yield The reactants are CO, CCC(CC)(Oc1ccc(Cl)cc1C1CC(=O)NC(c2cc(F)ccc2C)C12C(=O)Nc1cc(Cl)ccc12)C(=O)OC, [Li+], [OH-], O, O. The product is CCC(CC)(Oc1ccc(Cl)cc1C1CC(=O)NC(c2cc(F)ccc2C)C12C(=O)Nc1cc(Cl)ccc12)C(=O)O. RXN SMILES: [CH3:47][OH:48].[Cl:1][c:2]1[cH:3][cH:4][c:5]2[c:9]([cH:10]1)[NH:8][C:7](=[O:11])[C:6]21[CH:12]([c:35]2[c:36]([CH3:42])[cH:37][cH:38][c:39]([F:41])[cH:40]2)[NH:13][C:14](=[O:34])[CH2:15][CH:16]1[c:17]1[c:18]([O:24][C:25]([CH2:26][CH3:27])([C:28](=[O:29])[O:30][CH3:31])[CH2:32][CH3:33])[cH:19][cH:20][c:21]([Cl:23])[cH:22]1.[Li+:44].[OH-:43].[OH2:45].[OH2:46]>>[Cl:1][c:2]1[cH:3][cH:4][c:5]2[c:9]([cH:10]1)[NH:8][C:7](=[O:11])[C:6]21[CH:12]([c:35]2[c:36]([CH3:42])[cH:37][cH:38][c:39]([F:41])[cH:40]2)[NH:13][C:14](=[O:34])[CH2:15][CH:16]1[c:17]1[c:18]([O:24][C:25]([CH2:26][CH3:27])([C:28](=[O:29])[OH:30])[CH2:32][CH3:33])[cH:19][cH:20][c:21]([Cl:23])[cH:22]1. Starting materials: CC1=CC=C(C=C1)C(F)(F)F (4-methylbenzotrifluoride), [N+](=O)([O-])[O-].[K+] (potassium nitrate), CCCCCC.C(C)(=O)OCC (hexane ethyl acetate), ice water. Solvent: S(O)(O)(=O)=O (sulfuric acid), S(O)(O)(=O)=O (sulfuric acid). Run at time 2 hour. The product is CC1=C(C=C(C=C1)C(F)(F)F)[N+](=O)[O-] (4-Methyl-3-nitrobenzotrifluoride). Yield: 95.8%. RXN SMILES: [CH3:1][C:2]1[CH:7]=[CH:6][C:5]([C:8]([F:11])([F:10])[F:9])=[CH:4][CH:3]=1.[N+:12]([O-])([O-:14])=[O:13].[K+].CCCCCC.C(OCC)(=O)C>S(=O)(=O)(O)O>[CH3:1][C:2]1[CH:3]=[CH:4][C:5]([C:8]([F:9])([F:10])[F:11])=[CH:6][C:7]=1[N+:12]([O-:14])=[O:13] |f:1.2,3.4|. Reported procedure: To a solution of 4-methylbenzotrifluoride (18.6 g, 116 mmol) in concentrated sulfuric acid (120 ml) was added dropwise a solution of potassium nitrate (12.9 g, 128 mmol) in concentrated sulfuric acid (60 ml) at room temperature over 15 minutes. After stirring for 2 hours at the same temperature, the reaction mixture was poured into ice water, which was extracted with ethyl acetate, dried over anhydrous sodium sulfate, and solvent was distilled off. The residue obtained was submitted to silica ge...